This data is from the Open Reaction Database (ORD), a public repository of structured organic reaction records. The task is: describe an organic reaction: reactants, conditions, products, and yield Starting materials: Br, CCOC(=O)CC(c1ccccc1)n1ccc2cc(OCCON)ccc21, Cc1n[nH]c(C)c1C1=NCCN1, CO. The product is CCOC(=O)CC(c1ccccc1)n1ccc2cc(OCCONC3=NCCN3)ccc21. Reaction SMILES: [BrH:28].[CH2:1]([CH3:2])[O:3][C:4]([CH2:5][CH:6]([c:7]1[cH:8][cH:9][cH:10][cH:11][cH:12]1)[n:13]1[cH:14][cH:15][c:16]2[cH:17][c:18]([O:22][CH2:23][CH2:24][O:25][NH2:26])[cH:19][cH:20][c:21]12)=[O:27].[CH3:29][c:30]1[c:31]([C:35]2=[N:39][CH2:38][CH2:37][NH:36]2)[c:32]([CH3:33])[nH:34][n:40]1.[CH3:41][OH:42]>>[CH2:1]([CH3:2])[O:3][C:4]([CH2:5][CH:6]([c:7]1[cH:8][cH:9][cH:10][cH:11][cH:12]1)[n:13]1[cH:14][cH:15][c:16]2[cH:17][c:18]([O:22][CH2:23][CH2:24][O:25][NH:26][C:35]3=[N:36][CH2:37][CH2:38][NH:39]3)[cH:19][cH:20][c:21]12)=[O:27]. Reactants: Cc1cc(C#N)ccc1-c1cc(F)c(CN(CCC(C)C)C(=O)OC(C)(C)C)c(F)c1, O=C([O-])[O-], CS(C)=O, [K+], [K+], O, OO. The product is Cc1cc(C(N)=O)ccc1-c1cc(F)c(CN(CCC(C)C)C(=O)OC(C)(C)C)c(F)c1. As a reaction SMILES: [C:1]([CH3:2])([CH3:3])([CH3:4])[O:5][C:6]([N:7]([CH2:8][CH2:9][CH:10]([CH3:11])[CH3:12])[CH2:13][c:14]1[c:15]([F:30])[cH:16][c:17](-[c:21]2[c:22]([CH3:29])[cH:23][c:24]([C:27]#[N:28])[cH:25][cH:26]2)[cH:18][c:19]1[F:20])=[O:31].[C:32]([O-:33])(=[O:34])[O-:35].[CH3:40][S:41](=[O:42])[CH3:43].[K+:36].[K+:37].[OH2:44].[OH:38][OH:39]>>[C:1]([CH3:2])([CH3:3])([CH3:4])[O:5][C:6]([N:7]([CH2:8][CH2:9][CH:10]([CH3:11])[CH3:12])[CH2:13][c:14]1[c:15]([F:30])[cH:16][c:17](-[c:21]2[c:22]([CH3:29])[cH:23][c:24]([C:27]([NH2:28])=[O:33])[cH:25][cH:26]2)[cH:18][c:19]1[F:20])=[O:31]. Reported procedure: (22E)-5,7,22-Ergostatriene-1α,3β,25-triol and its 24-epimer of formula (I) can be converted into 1α,25-dihydroxyvitamin D2 and its 24-epimer of formula (II) by a general procedure for the synthesis of vitamin D from the 5,7-diene. More particularly, (22E)-5,7,22-ergostatriene-1α,3β,25-triol and its 24-epimer of formula (I) in tetrahydrofuran/ether were respectively irradiated to afford a previtamin D. The previtamin D was isomerized by heating in a suitable solvent, e.g. ethanol. Purification of... The solvent is O1CCCC1.CCOCC (tetrahydrofuran ether). Reactants: CC(C)([C@@H](C)\C=C\[C@@H](C)[C@H]1CC[C@H]2C3=CC=C4C[C@H](C[C@@H]([C@]4(C)[C@H]3CC[C@]12C)O)O)O ((22E)-5,7,22-Ergostatriene-1α,3β,25-triol), ( I ), C[C@H](/C=C/[C@H](C)C(C)(C)O)[C@H]1CC[C@@H]\2[C@@]1(CCC/C2=C\C=C/3\C[C@H](C[C@@H](C3=C)O)O)C (1α,25-dihydroxyvitamin D2), ( II ), vitamin D, 5,7-diene, CC(C)([C@@H](C)\C=C\[C@@H](C)[C@H]1CC[C@H]2C3=CC=C4C[C@H](C[C@@H]([C@]4(C)[C@H]3CC[C@]12C)O)O)O ((22E)-5,7,22-ergostatriene-1α,3β,25-triol), ( I ). Yields the product CC1=C(C[C@H](CC1)O)/C=C\C2=CCC[C@]3([C@H]2CC[C@@H]3[C@H](C)CCCC(C)C)C (previtamin D). As a reaction SMILES: [CH3:1][C:2](O)([C@H:4](/[CH:6]=[CH:7]/[C@H:8]([C@@H:10]1[C@:27]2([CH3:28])[C@H:13]([C:14]3[C@H:24]([CH2:25][CH2:26]2)[C@:22]2([CH3:23])[C:17]([CH2:18][C@@H:19]([OH:30])[CH2:20][C@@H:21]2O)=[CH:16][CH:15]=3)[CH2:12][CH2:11]1)[CH3:9])C)[CH3:3].C[C@@H]([C@@H]1[C@@]2(C)CCC/C(=C\C=C3\C[C@@H](O)C[C@H](O)C\3=C)/[C@@H]2CC1)/C=C/[C@@H](C(O)(C)C)C>O1CCCC1.CCOCC>[CH3:23][C:22]1[CH2:21][CH2:20][C@H:19]([OH:30])[CH2:18][C:17]=1/[CH:16]=[CH:15]\[C:14]1[C@@H:13]2[CH2:12][CH2:11][C@H:10]([C@@H:8]([CH2:7][CH2:6][CH2:4][CH:2]([CH3:3])[CH3:1])[CH3:9])[C@@:27]2([CH3:28])[CH2:26][CH2:25][CH:24]=1 |f:2.3|. The reactants are solid, Cl.Cl.Cl.O1CCC=2C(=NC=CC21)N2CCN(CC2)CC[C@@H]2CC[C@H](CC2)N (trans-4-{2-[4-(2,3-dihydrofuro[3,2-c]pyridin-4-yl)-piperazin-1-yl]-ethyl}-cyclohexanamine trihydrochloride), Cl.Cl.Cl.O1CCC=2C(=NC=CC21)N2CCN(CC2)CC[C@@H]2CC[C@H](CC2)N (trans-4-{2-[4-(2,3-dihydrofuro[3,2-c]pyridin-4-yl)-piperazin-1-yl]-ethyl}-cyclohexanamine trihydrochloride), O1CC(C1)CC(=O)OC (methyl 2-(oxetan-3-yl)acetate). Yields the product O1CCC=2C(=NC=CC21)N2CCN(CC2)CC[C@@H]2CC[C@H](CC2)NC(CC2COC2)=O (trans-N-(4-{2-[4-(2,3-Dihydro-furo[3,2-c]pyridin-4-yl)-piperazin-1-yl]-ethyl}-cyclohexyl)-2-oxetan-3-yl-acetamide). As a reaction SMILES: Cl.Cl.Cl.[O:4]1[C:12]2[CH:11]=[CH:10][N:9]=[C:8]([N:13]3[CH2:18][CH2:17][N:16]([CH2:19][CH2:20][C@H:21]4[CH2:26][CH2:25][C@H:24]([NH2:27])[CH2:23][CH2:22]4)[CH2:15][CH2:14]3)[C:7]=2[CH2:6][CH2:5]1.[O:28]1[CH2:31][CH:30]([CH2:32][C:33](OC)=[O:34])[CH2:29]1>>[O:4]1[C:12]2[CH:11]=[CH:10][N:9]=[C:8]([N:13]3[CH2:18][CH2:17][N:16]([CH2:19][CH2:20][C@H:21]4[CH2:26][CH2:25][C@H:24]([NH:27][C:33](=[O:34])[CH2:32][CH:30]5[CH2:31][O:28][CH2:29]5)[CH2:23][CH2:22]4)[CH2:15][CH2:14]3)[C:7]=2[CH2:6][CH2:5]1 |f:0.1.2.3|. Procedure details: The title compound, white solid (99 mg, 92%), MS (ISP) m/z=429.4 [(M+H)+], mp 195° C., was prepared in accordance with the general method of example 2 from trans-4-{2-[4-(2,3-dihydrofuro[3,2-c]pyridin-4-yl)-piperazin-1-yl]-ethyl}-cyclohexanamine trihydrochloride (intermediate C) (110 mg, 0.25 mmol) and methyl 2-(oxetan-3-yl)acetate. Starting materials: Cl.BrC1=CC2=C(N(C(=N2)CCCl)C(C)C)C2=CC=CC=C12 (5-bromo-2-(2-chloroethyl)-1-(1-methylethyl)-1H-naphth[1,2-d]imidazole hydrochloride), C1(=CC=CC=C1)N1CCNCC1 (1-phenylpiperazine), C(CC(O)(C(=O)[O-])CC(=O)[O-])(=O)[O-] (citrate). The solvent is C(C)(=O)OCC (ethyl acetate). Product: BrC1=CC2=C(N(C(=N2)CCN2CCN(CC2)C2=CC=CC=C2)C(C)C)C2=CC=CC=C12 (5-Bromo-1-(1-methylethyl)-2-[2-(4-phenyl-1-piperazinyl)ethyl]-1H-naphth[1,2-d]imidazole). Reaction SMILES: Cl.[Br:2][C:3]1[C:21]2[C:16](=[CH:17][CH:18]=[CH:19][CH:20]=2)[C:6]2[N:7]([CH:13]([CH3:15])[CH3:14])[C:8]([CH2:10][CH2:11]Cl)=[N:9][C:5]=2[CH:4]=1.[C:22]1([N:28]2[CH2:33][CH2:32][NH:31][CH2:30][CH2:29]2)[CH:27]=[CH:26][CH:25]=[CH:24][CH:23]=1.C([O-])(=O)CC(CC([O-])=O)(C([O-])=O)O>C(OCC)(=O)C>[Br:2][C:3]1[C:21]2[C:16](=[CH:17][CH:18]=[CH:19][CH:20]=2)[C:6]2[N:7]([CH:13]([CH3:15])[CH3:14])[C:8]([CH2:10][CH2:11][N:31]3[CH2:32][CH2:33][N:28]([C:22]4[CH:27]=[CH:26][CH:25]=[CH:24][CH:23]=4)[CH2:29][CH2:30]3)=[N:9][C:5]=2[CH:4]=1 |f:0.1|. Procedure details: By following the procedure described in Example 16 but condensing 5-bromo-2-(2-chloroethyl)-1-(1-methylethyl)-1H-naphth[1,2-d]imidazole hydrochloride with 1-phenylpiperazine, the compound of the title is obtained. M.p. 211°-213° C. (from ethyl acetate). The corresponding citrate melts at 169°-171° C. with decomposition.